Dataset: the Open Reaction Database (ORD), a public repository of structured organic reaction records. Task: describe an organic reaction: reactants, conditions, products, and yield Starting materials: O=Cc1ccc(Cl)cc1, OCC(O)CO, O=S(=O)(O)O. Product: OC1COC(c2ccc(Cl)cc2)OC1. RXN SMILES: [Cl:1][c:2]1[cH:3][cH:4][c:5]([CH:6]=[O:7])[cH:8][cH:9]1.[OH:15][CH2:16][CH:17]([OH:18])[CH2:19][OH:20].[S:10](=[O:11])(=[O:12])([OH:13])[OH:14]>>[Cl:1][c:2]1[cH:3][cH:4][c:5]([CH:6]2[O:7][CH2:19][CH:17]([OH:18])[CH2:16][O:15]2)[cH:8][cH:9]1. Starting materials: ClC=1C=C(C=CC1OCC1=NC=CC=C1)NC1=NC=NC2=CC=CC(=C12)OCCNCC1CC1 (N-[3-chloro-4-(pyridin-2-ylmethoxy)phenyl]-5-{2-[(cyclopropylmethyl)amino]ethoxy}quinazolin-4-amine), C(C)(=O)Cl (acetyl chloride). The product is ClC=1C=C(C=CC1OCC1=NC=CC=C1)NC1=NC=NC2=CC=CC(=C12)OCCN(C(C)=O)CC1CC1 (N-{2-[(4-{[3-Chloro-4-(pyridin-2-ylmethoxy)phenyl]amino}quinazolin-5-yl)oxy]ethyl}-N-(cyclopropylmethyl)acetamide). The yield is 58.0%. RXN SMILES: [Cl:1][C:2]1[CH:3]=[C:4]([NH:16][C:17]2[C:26]3[C:21](=[CH:22][CH:23]=[CH:24][C:25]=3[O:27][CH2:28][CH2:29][NH:30][CH2:31][CH:32]3[CH2:34][CH2:33]3)[N:20]=[CH:19][N:18]=2)[CH:5]=[CH:6][C:7]=1[O:8][CH2:9][C:10]1[CH:15]=[CH:14][CH:13]=[CH:12][N:11]=1.[C:35](Cl)(=[O:37])[CH3:36]>>[Cl:1][C:2]1[CH:3]=[C:4]([NH:16][C:17]2[C:26]3[C:21](=[CH:22][CH:23]=[CH:24][C:25]=3[O:27][CH2:28][CH2:29][N:30]([CH2:31][CH:32]3[CH2:34][CH2:33]3)[C:35](=[O:37])[CH3:36])[N:20]=[CH:19][N:18]=2)[CH:5]=[CH:6][C:7]=1[O:8][CH2:9][C:10]1[CH:15]=[CH:14][CH:13]=[CH:12][N:11]=1. Reported procedure: The procedure described in Example 5 was repeated using N-[3-chloro-4-(pyridin-2-ylmethoxy)phenyl]-5-{2-[(cyclopropylmethyl)amino]ethoxy}quinazolin-4-amine and acetyl chloride to give the title compound in 58% yield; NMR spectrum (DMSO-d6) 0.16-0.27 (m, 2H), 0.36-0.52 (m, 2H), 0.97-1.06 (m, 1H), 2.00 (s, 3H), 3.24-3.29 (m, 2H), 3.93-4.02 (m, 2H), 4.33-4.56 (m, 2H), 5.31 (s, 2H), 7.13-7.18 (m, 1H), 7.21-7.29 (m, 1H), 7.31-7.40 (m, 2H), 7.54-7.62 (m, 2H), 7.69-7.79 (m, 1H), 7.86-7.92 (m, 1H), 7.93... The reactants are [BH-](OC(=O)C)(OC(=O)C)OC(=O)C.[Na+] (NaBH(OAc)3), C(C)(C)(C)[C@@H]1CC[C@H](CC1)OC=1C=C2C=CC(=CC2=CC1)C=O (6-((trans)-4-tert-butylcyclohexyloxy)-2-naphthaldehyde), NCC#N (2-aminoacetonitrile), C(C)(=O)O (acetic acid), C(=O)(O)[O-].[Na+] (NaHCO3). The solvent is ClCCCl (DCE). Run at time 15 hour. Yields the product C(C)(C)(C)[C@@H]1CC[C@H](CC1)OC=1C=C2C=CC(=CC2=CC1)CNCC#N (2-((6-((trans)-4-tert-butylcyclohexyloxy)naphthalen-2-yl)methylamino)acetonitrile). Isolated yield 68.5%. As a reaction SMILES: [C:1]([C@H:5]1[CH2:10][CH2:9][C@H:8]([O:11][C:12]2[CH:13]=[C:14]3[C:19](=[CH:20][CH:21]=2)[CH:18]=[C:17]([CH:22]=O)[CH:16]=[CH:15]3)[CH2:7][CH2:6]1)([CH3:4])([CH3:3])[CH3:2].[NH2:24][CH2:25][C:26]#[N:27].C(O)(=O)C.[BH-](OC(C)=O)(OC(C)=O)OC(C)=O.[Na+].C([O-])(O)=O.[Na+]>ClCCCl>[C:1]([C@H:5]1[CH2:10][CH2:9][C@H:8]([O:11][C:12]2[CH:13]=[C:14]3[C:19](=[CH:20][CH:21]=2)[CH:18]=[C:17]([CH2:22][NH:27][CH2:26][C:25]#[N:24])[CH:16]=[CH:15]3)[CH2:7][CH2:6]1)([CH3:4])([CH3:3])[CH3:2] |f:3.4,5.6|. Procedure: 6-((trans)-4-tert-butylcyclohexyloxy)-2-naphthaldehyde (310 mg, 1 mmol), 2-aminoacetonitrile (112 mg, 2 mmol, 2.0 eq) and acetic acid (180 mg, 3 mmol, 3.0 eq) in DCE (10 mL) was stirred at rt for 10 min. Then NaBH(OAc)3 (636 mg, 3 mmol, 3.0 eq) was added to the mixture and the mixture was stirred at rt for 15 h. Then saturated NaHCO3 was added to the mixture until pH=8. The mixture was extracted with DCM (20 mL×3). The organic layer was concentrated and the residue was purified by silica gel col... Starting materials: CO, CCCCCCCCCCCCCCCCNc1ccc(C(=O)O)c(F)c1, [Na+], [Na+], O=C([O-])[O-]. Product: CCCCCCCCCCCCCCCCNc1ccc(C(=O)OC)c(F)c1. As a reaction SMILES: [CH3:34][OH:35].[F:1][c:2]1[c:3]([C:4](=[O:5])[OH:6])[cH:7][cH:8][c:9]([NH:11][CH2:12][CH2:13][CH2:14][CH2:15][CH2:16][CH2:17][CH2:18][CH2:19][CH2:20][CH2:21][CH2:22][CH2:23][CH2:24][CH2:25][CH2:26][CH3:27])[cH:10]1.[Na+:28].[Na+:29].[O-:30][C:31](=[O:32])[O-:33]>>[F:1][c:2]1[c:3]([C:4](=[O:5])[O:6][CH3:31])[cH:7][cH:8][c:9]([NH:11][CH2:12][CH2:13][CH2:14][CH2:15][CH2:16][CH2:17][CH2:18][CH2:19][CH2:20][CH2:21][CH2:22][CH2:23][CH2:24][CH2:25][CH2:26][CH3:27])[cH:10]1. Reactants: C(C1=CC=CC=C1)OC=1C=C2C(=C(N(C(C2=CC1)=O)CC(C)C)CCl)C=1SC=CC1 (6-(benzyloxy)-3-(chloromethyl)-2-isobutyl-4-(2-thienyl)-1(2H)-isoquinolinone), C1(C=2C(C(N1)=O)=CC=CC2)=O.[K] (potassium phthalimide), O (water). Solvent: CN(C=O)C (N,N-dimethylformamide). Product: C(C1=CC=CC=C1)OC=1C=C2C(=C(N(C(C2=CC1)=O)CC(C)C)CN1C(C2=CC=CC=C2C1=O)=O)C=1SC=CC1 (2-{[6-(benzyloxy)-2-isobutyl-1-oxo-4-(2-thienyl)-1,2-dihydro-3-isoquinolinyl]methyl}-1H-isoindole-1,3(2H)-dione). Yield: 86.3%. As a reaction SMILES: [CH2:1]([O:8][C:9]1[CH:10]=[C:11]2[C:16](=[CH:17][CH:18]=1)[C:15](=[O:19])[N:14]([CH2:20][CH:21]([CH3:23])[CH3:22])[C:13]([CH2:24]Cl)=[C:12]2[C:26]1[S:27][CH:28]=[CH:29][CH:30]=1)[C:2]1[CH:7]=[CH:6][CH:5]=[CH:4][CH:3]=1.[C:31]1(=[O:41])[NH:35][C:34](=[O:36])[C:33]2=[CH:37][CH:38]=[CH:39][CH:40]=[C:32]12.[K].O>CN(C)C=O>[CH2:1]([O:8][C:9]1[CH:10]=[C:11]2[C:16](=[CH:17][CH:18]=1)[C:15](=[O:19])[N:14]([CH2:20][CH:21]([CH3:23])[CH3:22])[C:13]([CH2:24][N:35]1[C:31](=[O:41])[C:32]3[C:33](=[CH:37][CH:38]=[CH:39][CH:40]=3)[C:34]1=[O:36])=[C:12]2[C:26]1[S:27][CH:28]=[CH:29][CH:30]=1)[C:2]1[CH:7]=[CH:6][CH:5]=[CH:4][CH:3]=1 |f:1.2,^1:41|. Procedure details: A solution of 6-(benzyloxy)-3-(chloromethyl)-2-isobutyl-4-(2-thienyl)-1(2H)-isoquinolinone (1.31 g, 3 mmol) and potassium phthalimide (0.83 g, 4.5 mmol) in N,N-dimethylformamide (20 ml) was stirred at room temperature for 3 h. The reaction mixture was poured into water and extracted with ethyl acetate. The extract was washed with brine, dried over anhydrous magnesium sulfate and concentrated under reduced pressure. The residue was purified by silica gel column chromatography to give 2-{[6-(benzy...